describe an organic reaction: reactants, conditions, products, and yield From a dataset of the Open Reaction Database (ORD), a public repository of structured organic reaction records. The reactants are [OH-].[Na+] (sodium hydroxide), OC1=C(C=CC(=C1)O)C(CCCl)=O (2',4'-Dihydroxy-3-chloropropiophenone), S(O)(O)(=O)=O (sulfuric acid). The product is OC1=CC2=C(C(C=CO2)=O)C=C1 (7-Hydroxybenzopyran-4-one). Isolated yield 88.0%. As a reaction SMILES: [OH-].[Na+].[OH:3][C:4]1[CH:9]=[C:8]([OH:10])[CH:7]=[CH:6][C:5]=1[C:11](=[O:15])[CH2:12][CH2:13]Cl.S(=O)(=O)(O)O>>[OH:10][C:8]1[CH:7]=[CH:6][C:5]2[C:11](=[O:15])[CH:12]=[CH:13][O:3][C:4]=2[CH:9]=1 |f:0.1|. Procedure details: To a cooled (5° C.) solution of 2N sodium hydroxide (10.0 L) was added the compound of step A (244.1 g) in one portion. The solution was warmed to room temperature over 2 hours using a warm water bath then recooled to 5° C. and the pH adjusted to 2 with 6M sulfuric acid (1.2 L). The mixture was extracted with 3×3.0 L of ethyl acetate, washed with brine (1×2.0 L) dried over sodium sulfate and filtered. Concentration in vacuo gave a tan solid. Trituration with hexanes, and filtration afforded 173.... Starting materials: CC(C)Oc1ccc(S(C)(=O)=O)cc1C(=O)O, O=C(O)C(F)(F)F, FC(F)(F)c1nnc(N2CCNCC2)s1. Product: CC(C)Oc1ccc(S(C)(=O)=O)cc1C(=O)N1CCN(c2nnc(C(F)(F)F)s2)CC1. Reaction SMILES: [CH:1]([CH3:2])([CH3:3])[O:4][c:5]1[c:6]([C:7](=[O:8])[OH:9])[cH:10][c:11]([S:14](=[O:15])(=[O:16])[CH3:17])[cH:12][cH:13]1.[F:18][C:19]([F:20])([F:21])[C:22]([OH:23])=[O:24].[F:25][C:26]([c:27]1[n:28][n:29][c:30]([N:32]2[CH2:33][CH2:34][NH:35][CH2:36][CH2:37]2)[s:31]1)([F:38])[F:39]>>[CH:1]([CH3:2])([CH3:3])[O:4][c:5]1[c:6]([C:7](=[O:9])[N:35]2[CH2:34][CH2:33][N:32]([c:30]3[n:29][n:28][c:27]([C:26]([F:25])([F:38])[F:39])[s:31]3)[CH2:37][CH2:36]2)[cH:10][c:11]([S:14](=[O:15])(=[O:16])[CH3:17])[cH:12][cH:13]1. Reactants: BrCCN1N=C(C=2NC=3C=C(C=CC3C(C2C1=O)=O)Cl)O (2-(2-Bromoethyl)-7-chloro-4-hydroxy-1,2,5,10-tetrahydropyridazino[4,5-b]quinoline-1,10-dione), C1(C=2C(C(N1)=O)=CC=CC2)=O.[K] (potassium phthalimide), Cl (hydrochloric acid). The solvent is CN(C)C=O (DMF). Product: ClC=1C=CC=2C(C3=C(NC2C1)C(=NN(C3=O)CCN3C(C=1C(C3=O)=CC=CC1)=O)O)=O (7-Chloro-4-hydroxy-2-(2-phthalimidoethyl)-1,2,5,10-tetrahydropyridazino[4,5-b]quinoline-1,10-dione). Isolated yield 78.9%. RXN SMILES: Br[CH2:2][CH2:3][N:4]1[C:17](=[O:18])[C:16]2[C:15](=[O:19])[C:14]3[CH:13]=[CH:12][C:11]([Cl:20])=[CH:10][C:9]=3[NH:8][C:7]=2[C:6]([OH:21])=[N:5]1.[C:22]1(=[O:32])[NH:26][C:25](=[O:27])[C:24]2=[CH:28][CH:29]=[CH:30][CH:31]=[C:23]12.[K].Cl>CN(C=O)C>[Cl:20][C:11]1[CH:12]=[CH:13][C:14]2[C:15](=[O:19])[C:16]3[C:17](=[O:18])[N:4]([CH2:3][CH2:2][N:26]4[C:25](=[O:27])[C:24]5=[CH:28][CH:29]=[CH:30][CH:31]=[C:23]5[C:22]4=[O:32])[N:5]=[C:6]([OH:21])[C:7]=3[NH:8][C:9]=2[CH:10]=1 |f:1.2,^1:32|. Reported procedure: 2-(2-Bromoethyl)-7-chloro-4-hydroxy-1,2,5,10-tetrahydropyridazino[4,5-b]quinoline-1,10-dione (5.00 g, 13.50 mM) and potassium phthalimide (10.50 g, 56.70 mM) were stirred and refluxed in DMF (100 mL) for 22 hours. The cooled yellow suspension was poured into dilute hydrochloric acid (1N, 1.0 L) with good stirring. A white precipitate formed and was collected. This solid was resuspended in aqueous methanol (50%, 1.0 L) and stirred/sonicated to give a fine white suspension. Filtration and resuspen... The solvent is C(C)O (ethanol). Product: [Na+].C(=O)(O)[C@H](CCC1=CC=CC=C1)N[C@H]1CSC2=C(N(C1=O)CC(=O)[O-])C=CC=C2 (3(R)-[1(S)-carboxy-3-phenylpropyl]amino-4-oxo-2,3,4,5-tetrahydro-1,5-benzothiazepine-5-acetic acid monosodium salt). Procedure: A mixture of 2 ml of ethanol, 6 ml of 1N aqueous sodium hydroxide and 0.2 g of 3(R)-[1(S)-ethoxycarbonyl-3-phenylpropyl]amino-4-oxo-2,3,4,5-tetrahydro-1,5-benzothiazepine-5-acetic acid obtained in Example 7 is allowed to stand at room temperature for 30 minutes and concentrated under reduced pressure at room temperature to about 1 ml. The concentrated solution is acidified slightly with acetic acid, and the deposited colorless prisms are collected by filtration to yield 0.134 g of 3(R)-[1(S)-car... Reaction conditions: time 30 minute. The reactants are [OH-].[Na+] (sodium hydroxide), C(C)OC(=O)[C@H](CCC1=CC=CC=C1)N[C@H]1CSC2=C(N(C1=O)CC(=O)O)C=CC=C2 (3(R)-[1(S)-ethoxycarbonyl-3-phenylpropyl]amino-4-oxo-2,3,4,5-tetrahydro-1,5-benzothiazepine-5-acetic acid). RXN SMILES: [OH-].[Na+:2].C([O:5][C:6]([C@@H:8]([NH:17][C@@H:18]1[C:24](=[O:25])[N:23]([CH2:26][C:27]([OH:29])=[O:28])[C:22]2[CH:30]=[CH:31][CH:32]=[CH:33][C:21]=2[S:20][CH2:19]1)[CH2:9][CH2:10][C:11]1[CH:16]=[CH:15][CH:14]=[CH:13][CH:12]=1)=[O:7])C>C(O)C>[Na+:2].[C:6]([C@@H:8]([NH:17][C@@H:18]1[C:24](=[O:25])[N:23]([CH2:26][C:27]([O-:29])=[O:28])[C:22]2[CH:30]=[CH:31][CH:32]=[CH:33][C:21]=2[S:20][CH2:19]1)[CH2:9][CH2:10][C:11]1[CH:12]=[CH:13][CH:14]=[CH:15][CH:16]=1)([OH:7])=[O:5] |f:0.1,4.5|. Starting materials: CC=1N=CSC1C(=O)OCC (ethyl 4-methyl-1,3-thiazole-5-carboxylate), C(C(C)C)(=O)O (isobutyric acid), C(C)(C)(C)P(C1CCCCC1)C(C)(C)C (di-t-butylcyclohexylphosphine), ( 2 ), C(O)([O-])=O.[K+] (potassium hydrogen carbonate), BrC1=CC(=C(C=C1)OC(C)C)[N+](=O)[O-] (4-bromo-2-nitro-1-(propan-2-yloxy)benzene). The reagents and catalysts are Cl[Pd]Cl (palladium chloride (II)), [Cu](Br)Br (copper bromide). The solvent is C1(=CC=CC=C1)C (toluene). Reaction conditions: temperature 120 celsius. The product is CC=1N=C(SC1C(=O)OCC)C1=CC(=C(C=C1)OC(C)C)[N+](=O)[O-] (ethyl 4-methyl-2-[3-nitro-4-(propan-2-yloxy)phenyl]-1,3-thiazole-5-carboxylate). The yield is 66.1%. Reaction SMILES: C(=O)([O-])O.[K+].Br[C:7]1[CH:12]=[CH:11][C:10]([O:13][CH:14]([CH3:16])[CH3:15])=[C:9]([N+:17]([O-:19])=[O:18])[CH:8]=1.[CH3:20][C:21]1[N:22]=[CH:23][S:24][C:25]=1[C:26]([O:28][CH2:29][CH3:30])=[O:27].C(O)(=O)C(C)C.C(P(C(C)(C)C)C1CCCCC1)(C)(C)C>C1(C)C=CC=CC=1.Cl[Pd]Cl.[Cu](Br)Br>[CH3:20][C:21]1[N:22]=[C:23]([C:7]2[CH:12]=[CH:11][C:10]([O:13][CH:14]([CH3:16])[CH3:15])=[C:9]([N+:17]([O-:19])=[O:18])[CH:8]=2)[S:24][C:25]=1[C:26]([O:28][CH2:29][CH3:30])=[O:27] |f:0.1|. Procedure: A reaction mixture solution prepared by suspending 2.18 g of 4-bromo-2-nitrophenol and 2.07 g of potassium carbonate in 40 mL of dimethylformamide and adding 2.04 g of isopropyl iodide was heated under stirring at 110° C. for 14 hours under a nitrogen atmosphere. After the addition of water to the reaction mixture solution, extraction was performed using ethyl acetate. The organic layer was washed with saline, followed by drying and concentrating under reduced pressure. The resulting crude produ...